This data is from the Open Reaction Database (ORD), a public repository of structured organic reaction records. The task is: describe an organic reaction: reactants, conditions, products, and yield The reactants are [Cl-].[Li+] (lithium chloride), cupric chloride dihydrate, C=1(C(C(C=CC1)=O)=O)C (toluquinone), O (water), C=CC=C (1,3-butadiene), resultant mixture, resultant mixture. Solvent: C1(=CC=CC=C1)C (toluene), C(C)(=O)O (acetic acid). Product: CC=1C(C=2CC=CCC2C(C1)=O)=O (5,8-dihydro-2-methyl 1,4-naphthoquinone). As a reaction SMILES: [C:1]1([CH3:9])[C:2](=O)[C:3](=[O:7])[CH:4]=[CH:5][CH:6]=1.[CH2:10]=[CH:11][CH:12]=[CH2:13].[Cl-].[Li+].[OH2:16]>C1(C)C=CC=CC=1.C(O)(=O)C>[CH3:9][C:1]1[C:6](=[O:16])[C:5]2[CH2:10][CH:11]=[CH:12][CH2:13][C:4]=2[C:3](=[O:7])[CH:2]=1 |f:2.3|. Reported procedure: In toluene (30 ml) and acetic acid (5 ml), were dissolved 7.0 g (0,057 mol) of toluquinone, to which 7.6 g (0.14 mol) of 1,3-butadiene were added at -10° C. under stirring. Thereafter, the resultant mixture was gradually heated and stirred further for 3 hours at 40° C. The liquid reaction mixture was washed with water, and an organic layer was dried and concentrated under reduced pressure. Concentrated hydrochloric acid (1 ml) and ethanol (50 ml) were added to the residue, and the mixture was st...